This data is from the Open Reaction Database (ORD), a public repository of structured organic reaction records. The task is: describe an organic reaction: reactants, conditions, products, and yield The reactants are N#N (N2), Cl.NCCC=1C=C(C=CC1)B(O)O (3-aminoethylphenylboronic acid hydrochloride), BrC1=CC=C(C=C1)C(F)(F)F (4-bromobenzotrifluoride), P(=O)([O-])([O-])[O-].[K+].[K+].[K+] (potassium phosphate). Reagents/catalysts: C=1C=CC(=CC1)[P](C=2C=CC=CC2)(C=3C=CC=CC3)[Pd]([P](C=4C=CC=CC4)(C=5C=CC=CC5)C=6C=CC=CC6)([P](C=7C=CC=CC7)(C=8C=CC=CC8)C=9C=CC=CC9)[P](C=1C=CC=CC1)(C=1C=CC=CC1)C=1C=CC=CC1 (tetrakis(triphenylphosphine)palladium). Solvent: O (H2O), C(OC)COC (dimethoxyethane), O (water). Reaction conditions: temperature 120 celsius. Yields the product FC(C1=CC=C(C=C1)C1=CC(=CC=C1)CN)(F)F (C-(4′-Trifluoromethyl-biphenyl-3-yl)-methylamine). The yield is 69.0%. Reaction SMILES: Cl.NC[CH2:4][C:5]1[CH:6]=[C:7](B(O)O)[CH:8]=[CH:9][CH:10]=1.Br[C:15]1[CH:20]=[CH:19][C:18]([C:21]([F:24])([F:23])[F:22])=[CH:17][CH:16]=1.P([O-])([O-])([O-])=O.[K+].[K+].[K+].[N:33]#N>C(COC)OC.O.C1C=CC([P]([Pd]([P](C2C=CC=CC=2)(C2C=CC=CC=2)C2C=CC=CC=2)([P](C2C=CC=CC=2)(C2C=CC=CC=2)C2C=CC=CC=2)[P](C2C=CC=CC=2)(C2C=CC=CC=2)C2C=CC=CC=2)(C2C=CC=CC=2)C2C=CC=CC=2)=CC=1>[F:22][C:21]([F:24])([F:23])[C:18]1[CH:19]=[CH:20][C:15]([C:9]2[CH:8]=[CH:7][CH:6]=[C:5]([CH2:4][NH2:33])[CH:10]=2)=[CH:16][CH:17]=1 |f:0.1,3.4.5.6,^1:45,47,66,85|. Procedure: In a screw top flask 3-aminoethylphenylboronic acid hydrochloride (10.0 g, 53.4 mmol), 4-bromobenzotrifluoride (12.0, 53.4 mmol) and potassium phosphate (34.0 g, 160.2 mmol) were combined in dimethoxyethane (50 mL) and water (10 mL). The flask was flushed with N2 and tetrakis(triphenylphosphine)palladium (3.10 g, 2.67 mmol) was added. The flask was sealed and heated to 120° C. for 12 hours. The reaction mixture was cooled to rt and H2O (100 mL) was added and the resulting mixture was extracted w...